Task: describe an organic reaction: reactants, conditions, products, and yield. Dataset: the Open Reaction Database (ORD), a public repository of structured organic reaction records Reactants: C(C1=CC=CC=C1)=O (benzaldehyde), CS(=O)(=O)C1=C(C=CC(=C1)C(C)(C)C)O (2-methylsulfonyl-4-(1,1-dimethylethyl)phenol). Product: OC1=C(C=O)C=C(C=C1S(=O)(=O)C)C(C)(C)C (2-hydroxy-3-methylsulfonyl-5-(1,1-dimethylethyl)benzaldehyde). The yield is 53.0%. Reaction SMILES: [CH:1](=[O:8])C1C=CC=CC=1.[CH3:9][S:10]([C:13]1[CH:18]=[C:17]([C:19]([CH3:22])([CH3:21])[CH3:20])[CH:16]=[CH:15][C:14]=1[OH:23])(=[O:12])=[O:11]>>[OH:23][C:14]1[C:13]([S:10]([CH3:9])(=[O:11])=[O:12])=[CH:18][C:17]([C:19]([CH3:20])([CH3:22])[CH3:21])=[CH:16][C:15]=1[CH:1]=[O:8]. Procedure: The benzaldehyde used in Example 4 was prepared in a similar manner to that described for Example 3. From 7.40 g (32.4 mmol) of 2-methylsulfonyl-4-(1,1-dimethylethyl)phenol (see German Offenlegungsschrift DE 32 08 190 Al to Englert et al, assigned to Hoechst AG as an example of how to obtain this material) there was obtained 4.41 g (17.2 mmol, 53%) of 2-hydroxy-3-methylsulfonyl-5-(1,1-dimethylethyl)benzaldehyde; mp 133°-135° C. Reactants: O=C([O-])O, COCCOC, OB(O)Oc1cc(Cl)cc(Cl)c1, CC(C)(C)OC(=O)N1CCc2cc(OS(=O)(=O)C(F)(F)F)ccc2C1, [Na+], [Na+], [OH-], [Pd], c1ccc(P(c2ccccc2)c2ccccc2)cc1, c1ccc(P(c2ccccc2)c2ccccc2)cc1, c1ccc(P(c2ccccc2)c2ccccc2)cc1, c1ccc(P(c2ccccc2)c2ccccc2)cc1. The product is CC(C)(C)OC(=O)N1CCc2cc(-c3cc(Cl)cc(Cl)c3)ccc2C1. Reaction SMILES: [C:38](=[O:39])([O-:40])[OH:41].[CH2:45]([CH2:46][O:47][CH3:48])[O:49][CH3:50].[Cl:26][c:27]1[cH:28][c:29]([O:34][B:35]([OH:36])[OH:37])[cH:30][c:31]([Cl:33])[cH:32]1.[F:1][C:2]([F:3])([F:4])[S:5]([O:6][c:7]1[cH:8][c:9]2[c:14]([cH:15][cH:16]1)[CH2:13][N:12]([C:17](=[O:18])[O:19][C:20]([CH3:21])([CH3:22])[CH3:23])[CH2:11][CH2:10]2)(=[O:24])=[O:25].[Na+:42].[Na+:44].[OH-:43].[Pd:51].[c:109]1([P:110]([c:111]2[cH:112][cH:113][cH:114][cH:115][cH:116]2)[c:117]2[cH:118][cH:119][cH:120][cH:121][cH:122]2)[cH:123][cH:124][cH:125][cH:126][cH:127]1.[c:52]1([P:53]([c:54]2[cH:55][cH:56][cH:57][cH:58][cH:59]2)[c:60]2[cH:61][cH:62][cH:63][cH:64][cH:65]2)[cH:66][cH:67][cH:68][cH:69][cH:70]1.[c:71]1([P:72]([c:73]2[cH:74][cH:75][cH:76][cH:77][cH:78]2)[c:79]2[cH:80][cH:81][cH:82][cH:83][cH:84]2)[cH:85][cH:86][cH:87][cH:88][cH:89]1.[c:90]1([P:91]([c:92]2[cH:93][cH:94][cH:95][cH:96][cH:97]2)[c:98]2[cH:99][cH:100][cH:101][cH:102][cH:103]2)[cH:104][cH:105][cH:106][cH:107][cH:108]1>>[c:7]1(-[c:29]2[cH:28][c:27]([Cl:26])[cH:32][c:31]([Cl:33])[cH:30]2)[cH:8][c:9]2[c:14]([cH:15][cH:16]1)[CH2:13][N:12]([C:17](=[O:18])[O:19][C:20]([CH3:21])([CH3:22])[CH3:23])[CH2:11][CH2:10]2. Reactants: [H-].[Na+] (sodium hydride), C=1(O)C(=CC(O)=CC1)C1=CC=CC=C1COCC1=CC=CC=C1C=1C(O)=CC=C(C1)O (hydroquinone monobenzyl ether), Cl (hydrochloric acid), O (water), ClC1=CC=C(C=N1)C(C)=O (6-chloro-3-acetylpyridine). Run in CN(C)C=O (DMF), CN(C)C=O (DMF), CN(C)C=O (DMF). Run at time 10 minute. The product is C(C1=CC=CC=C1)OC1=CC=C(OC2=CC=C(C=N2)C(C)=O)C=C1 (6-(4-benzyloxyphenoxy)-3-acetylpyridine). Isolated yield 75.0%. As a reaction SMILES: [H-].[Na+].C1(C(C2[C:16]([CH2:17][O:18][CH2:19][C:20]3[C:25](C4C(=CC=C(O)C=4)O)=[CH:24][CH:23]=[CH:22][CH:21]=3)=[CH:15][CH:14]=[CH:13][CH:12]=2)=CC(=CC=1)O)O.Cl[C:35]1[N:40]=[CH:39][C:38]([C:41](=[O:43])[CH3:42])=[CH:37][CH:36]=1.Cl.[OH2:45]>CN(C=O)C>[CH2:19]([O:18][C:17]1[CH:12]=[CH:13][C:14]([O:45][C:35]2[N:40]=[CH:39][C:38]([C:41](=[O:43])[CH3:42])=[CH:37][CH:36]=2)=[CH:15][CH:16]=1)[C:20]1[CH:21]=[CH:22][CH:23]=[CH:24][CH:25]=1 |f:0.1|. Procedure: Dried DMF solution (50 ml) of sodium hydride (60% in oil, 7.24 g, 181 mmol) was cooled with ice in nitrogen atmosphere, dried DMF solution (50 ml) of hydroquinone monobenzyl ether (36.2 g, 181 mmol) was dropped into the above solution spending 10 minutes under ice cooling and the mixture was stirred for 1.5 hours under ice cooling. Dried DMF solution (110 ml) of 6-chloro-3-acetylpyridine (26.7 g, 172 mmol) was dropped into the above mixture spending 15 minutes and stirred for 2 hours under ice c...